This data is from the Open Reaction Database (ORD), a public repository of structured organic reaction records. The task is: describe an organic reaction: reactants, conditions, products, and yield Starting materials: CC1CCCCC1n1c(=O)n(CC#N)c2cnc3c(ccn3COCC[Si](C)(C)C)c21, CC(=O)[O-], ClCCl, [Na+]. Yields the product CC1CCCCC1n1c(=O)n(CC#N)c2cnc3[nH]ccc3c21. As a reaction SMILES: [CH3:1][CH:2]1[CH:3]([n:8]2[c:9](=[O:31])[n:10]([CH2:28][C:29]#[N:30])[c:11]3[c:12]2[c:13]2[c:14]([n:15][cH:16]3)[n:17]([CH2:20][O:21][CH2:22][CH2:23][Si:24]([CH3:25])([CH3:26])[CH3:27])[cH:18][cH:19]2)[CH2:4][CH2:5][CH2:6][CH2:7]1.[CH3:33][C:34](=[O:35])[O-:36].[Cl:37][CH2:38][Cl:39].[Na+:32]>>[CH3:1][CH:2]1[CH:3]([n:8]2[c:9](=[O:31])[n:10]([CH2:28][C:29]#[N:30])[c:11]3[c:12]2[c:13]2[c:14]([n:15][cH:16]3)[nH:17][cH:18][cH:19]2)[CH2:4][CH2:5][CH2:6][CH2:7]1. The reactants are C1(CCCC1)C(=O)C=1C=C(C=CC1NC(=O)NC=1SC=CN1)CC(=O)O ([3-cyclopentanecarbonyl-4-(3-thiazol-2-yl-ureido)phenyl]acetic acid), solution, CN (methylamine), C1CCOC1 (THF). The product is C1(CCCC1)C(=O)C=1C=C(C=CC1NC(=O)NC=1SC=CN1)CC(=O)NC (2-[3-Cyclopentanecarbonyl-4-(3-thiazol-2-yl-ureido)-phenyl]-N-methylacetamide). Reaction SMILES: [CH:1]1([C:6]([C:8]2[CH:9]=[C:10]([CH2:23][C:24](O)=[O:25])[CH:11]=[CH:12][C:13]=2[NH:14][C:15]([NH:17][C:18]2[S:19][CH:20]=[CH:21][N:22]=2)=[O:16])=[O:7])[CH2:5][CH2:4][CH2:3][CH2:2]1.[CH3:27][NH2:28].C1COCC1>>[CH:1]1([C:6]([C:8]2[CH:9]=[C:10]([CH2:23][C:24]([NH:28][CH3:27])=[O:25])[CH:11]=[CH:12][C:13]=2[NH:14][C:15]([NH:17][C:18]2[S:19][CH:20]=[CH:21][N:22]=2)=[O:16])=[O:7])[CH2:2][CH2:3][CH2:4][CH2:5]1. Procedure: 2-[3-Cyclopentanecarbonyl-4-(3-thiazol-2-yl-ureido)-phenyl]-N-methylacetamide (154 mg) is prepared from [3-cyclopentanecarbonyl-4-(3-thiazol-2-yl-ureido)phenyl]acetic acid (186 mg, 0.5 mmol) and 1 M solution of methylamine in THF (0.5 ml, 0.5 mmol) following the general procedure K. Starting materials: CS(=O)(=O)NC1=CC2=C(NC(=NS2(=O)=O)CC(=O)O)C=C1 ((7-Methanesulfonylamino-1,1-dioxo-1,4-dihydro-1λ6-benzo[1,2,4]thiadiazin-3-yl)-acetic acid), Cl.CN(CCCN=C=NCC)C (1-(3-dimethylaminopropyl)-3-ethylcarbodiimide hydrochloride), CN1CCOCC1 (N-methylmorpholine), C(C)OC(=O)C1C(CCCC1)NC1CCCCC1 (2-Cyclohexylamino-cyclohexanecarboxylic acid ethyl ester), Cl (hydrochloric acid). Run in CN(C=O)C (N,N-dimethylformamide). Run at temperature 25 celsius, time 5 hour. The product is crude product, C(C)OC(=O)C1C(CCCC1)N(C(CC1=NS(C2=C(N1)C=CC(=C2)NS(=O)(=O)C)(=O)=O)=O)C2CCCCC2 (2-{cyclohexyl-[2-(7-methanesulfonylamino-1,1-dioxo-1,4-dihydro-1λ6-benzo[1,2,4]thiadiazin-3-yl)-acetyl]-amino}-cyclohexanecarboxylic acid ethyl ester). The yield is 84.5%. As a reaction SMILES: [CH3:1][S:2]([NH:5][C:6]1[CH:21]=[CH:20][C:9]2[NH:10][C:11]([CH2:16][C:17]([OH:19])=O)=[N:12][S:13](=[O:15])(=[O:14])[C:8]=2[CH:7]=1)(=[O:4])=[O:3].[CH2:22]([O:24][C:25]([CH:27]1[CH2:32][CH2:31][CH2:30][CH2:29][CH:28]1[NH:33][CH:34]1[CH2:39][CH2:38][CH2:37][CH2:36][CH2:35]1)=[O:26])[CH3:23].Cl.CN(C)CCCN=C=NCC.CN1CCOCC1.Cl>CN(C)C=O>[CH2:22]([O:24][C:25]([CH:27]1[CH2:32][CH2:31][CH2:30][CH2:29][CH:28]1[N:33]([CH:34]1[CH2:39][CH2:38][CH2:37][CH2:36][CH2:35]1)[C:17](=[O:19])[CH2:16][C:11]1[NH:10][C:9]2[CH:20]=[CH:21][C:6]([NH:5][S:2]([CH3:1])(=[O:3])=[O:4])=[CH:7][C:8]=2[S:13](=[O:14])(=[O:15])[N:12]=1)=[O:26])[CH3:23] |f:2.3|. Procedure details: (7-Methanesulfonylamino-1,1-dioxo-1,4-dihydro-1λ6-benzo[1,2,4]thiadiazin-3-yl)-acetic acid (prepared as described in Example 1j, 0.333 g, 1.0 mmol) was dissolved in anhydrous N,N-dimethylformamide (5 mL). 2-Cyclohexylamino-cyclohexanecarboxylic acid ethyl ester (0.253 g, 1.0 mmol) was added followed by 1-(3-dimethylaminopropyl)-3-ethylcarbodiimide hydrochloride (0.201 g, 1.05 mmol). Then N-methylmorpholine (212 mg, 2.1 mmol) was added. The mixture was stirred at 25° C. for 5 h. The solution was ... The solvent is O1CCOCC1 (dioxane). Reaction conditions: temperature 105 celsius. Reaction SMILES: Br[C:2]1[CH:7]=[CH:6][C:5]([Br:8])=[CH:4][CH:3]=1.[NH:9]1[CH2:14][CH2:13][O:12][CH2:11][C:10]1=[O:15].P([O-])([O-])([O-])=O.[K+].[K+].[K+].CNCCNC>O1CCOCC1.[Cu]I>[Br:8][C:5]1[CH:6]=[CH:7][C:2]([N:9]2[CH2:14][CH2:13][O:12][CH2:11][C:10]2=[O:15])=[CH:3][CH:4]=1 |f:2.3.4.5|. The product is BrC1=CC=C(C=C1)N1C(COCC1)=O (4-(4-bromophenyl)morpholin-3-one). Reported procedure: A solution of 1,4-dibromobenzene (283 mg, 1.200 mmol), morpholin-3-one (101.104 mg, 1.000 mmol), dibasic potassium phosphate (348 mg, 2.000 mmol), copper (I) iodide (38.1 mg, 0.200 mmol) and N,N′-dimethylethylenediamine (0.043 ml, 0.400 mmol) in dioxane (3 ml) was purged with nitrogen for 2 min, sealed in a reaction vial and heated in a heating block at 105° C. for 15 h. The crude product mixture was filtered, and charged to a 12 g silica gel cartridge which was eluted with 0-50% EtOAc in hexane... Isolated yield 67.6%. Reagents/catalysts: [Cu]I (copper (I) iodide). Starting materials: BrC1=CC=C(C=C1)Br (1,4-dibromobenzene), N1C(COCC1)=O (morpholin-3-one), P(=O)([O-])([O-])[O-].[K+].[K+].[K+] (potassium phosphate), CNCCNC (N,N′-dimethylethylenediamine). Reactants: CCCC[N+](CCCC)(CCCC)CCCC.[F-] (TBAF), solution, [Si](C)(C)(C(C)(C)C)OCCC=1C=C(SC1)CN1CCC2(CN(CCO2)C(=O)C=2N=C(SC2)C(C)(C)C)CC1 ((9-((4-(2-(tert-butyldimethylsilyloxy)ethyl)thiophen-2-yl)methyl)-1-oxa-4,9-diazaspiro[5.5]undecan-4-yl)(2-tert-butylthiazol-4-yl)methanone). RXN SMILES: CCCC[N+](CCCC)(CCCC)CCCC.[F-].[Si]([O:26][CH2:27][CH2:28][C:29]1[CH:30]=[C:31]([CH2:34][N:35]2[CH2:56][CH2:55][C:38]3([O:43][CH2:42][CH2:41][N:40]([C:44]([C:46]4[N:47]=[C:48]([C:51]([CH3:54])([CH3:53])[CH3:52])[S:49][CH:50]=4)=[O:45])[CH2:39]3)[CH2:37][CH2:36]2)[S:32][CH:33]=1)(C(C)(C)C)(C)C>C1COCC1>[C:51]([C:48]1[S:49][CH:50]=[C:46]([C:44]([N:40]2[CH2:39][C:38]3([CH2:55][CH2:56][N:35]([CH2:34][C:31]4[S:32][CH:33]=[C:29]([CH2:28][CH2:27][OH:26])[CH:30]=4)[CH2:36][CH2:37]3)[O:43][CH2:42][CH2:41]2)=[O:45])[N:47]=1)([CH3:54])([CH3:52])[CH3:53] |f:0.1|. Run in C1CCOC1 (THF), C1CCOC1 (THF). Procedure details: TBAF (1.5 mL of a 1M solution in THF) was added to stirred solution of (9-((4-(2-(tert-butyldimethylsilyloxy)ethyl)thiophen-2-yl)methyl)-1-oxa-4,9-diazaspiro[5.5]undecan-4-yl)(2-tert-butylthiazol-4-yl)methanone (example 43, step c) (0.300 g) in THF (3 mL). After 1 h the reaction was evaporated to a gum. Purification by silica gel chromatography eluting with ethyl acetate:triethylamine, 20:1 gave the subtitled compound as a gum. Yield 0.22 g. Product: C(C)(C)(C)C=1SC=C(N1)C(=O)N1CCOC2(C1)CCN(CC2)CC=2SC=C(C2)CCO ((2-tert-Butylthiazol-4-yl)(9-((4-(2-hydroxyethyl)thiophen-2-yl)methyl)-1-oxa-4,9-diazaspiro[5.5]undecan-4-yl)methanone). The reactants are C(C1=CC=CC=C1)OC1=C2N(C(=NC1=O)CC1(CCCC1)C1=CC(=CC(=C1)C(F)(F)F)C(F)(F)F)CCN(C2=O)C(C)C (9-(Benzyloxy)-6-((1-(3,5-bis(trifluoromethyl)phenyl)cyclopentyl)methyl)-2-isopropyl-3,4-dihydro-1H-pyrazino[1,2-c]pyrimidine-1,8(2H)-dione), OC1=C2N(C(=NC1=O)CC1(CCCC1)C1=CC=C(C=C1)C(F)(F)F)CCN(C2=O)C(C)C (9-hydroxy-2-isopropyl-6-[1-(4-trifluoromethyl-phenyl)-cyclopentylmethyl]-3,4-dihydro-2H-pyrazino[1,2-c]pyrimidine-1,8-dione). Product: FC(C=1C=C(C=C(C1)C(F)(F)F)C1(CCCC1)CC1=NC(C(=C2N1CCN(C2=O)C(C)C)O)=O)(F)F (6-((1-(3,5-Bis(trifluoromethyl)phenyl)cyclopentyl)methyl)-9-hydroxy-2-isopropyl-3,4-dihydro-1H-pyrazino[1,2-c]pyrimidine-1,8(2H)-dione). RXN SMILES: C([O:8][C:9]1[C:14](=[O:15])[N:13]=[C:12]([CH2:16][C:17]2([C:22]3[CH:27]=[C:26]([C:28]([F:31])([F:30])[F:29])[CH:25]=[C:24]([C:32]([F:35])([F:34])[F:33])[CH:23]=3)[CH2:21][CH2:20][CH2:19][CH2:18]2)[N:11]2[CH2:36][CH2:37][N:38]([CH:41]([CH3:43])[CH3:42])[C:39](=[O:40])[C:10]=12)C1C=CC=CC=1.OC1C(=O)N=C(CC2(C3C=CC(C(F)(F)F)=CC=3)CCCC2)N2CCN(C(C)C)C(=O)C=12>>[F:34][C:32]([F:33])([F:35])[C:24]1[CH:23]=[C:22]([C:17]2([CH2:16][C:12]3[N:11]4[CH2:36][CH2:37][N:38]([CH:41]([CH3:43])[CH3:42])[C:39](=[O:40])[C:10]4=[C:9]([OH:8])[C:14](=[O:15])[N:13]=3)[CH2:18][CH2:19][CH2:20][CH2:21]2)[CH:27]=[C:26]([C:28]([F:29])([F:30])[F:31])[CH:25]=1. Reported procedure: 6-((1-(3,5-Bis(trifluoromethyl)phenyl)cyclopentyl)methyl)-9-hydroxy-2-isopropyl-3,4-dihydro-1H-pyrazino[1,2-c]pyrimidine-1,8(2H)-dione (466) was synthesized as a white solid from 9-(benzyloxy)-6-((1-(3,5-bis(trifluoromethyl)phenyl)cyclopentyl)methyl)-2-isopropyl-3,4-dihydro-1H-pyrazino[1,2-c]pyrimidine-1,8(2H)-dione (465) following the procedure described for 6-[1-(4-trifluoromethyl-phenyl)-cyclopentylmethyl]-9-hydroxy-2-isopropyl-3,4-dihydro-2H-pyrazino[1,2-c]pyrimidine-1,8-dione (248). Reactants: NC=1SC=C(N1)C(C(=O)NC1[C@@H]2N(C(=CCS2)C(=O)O)C1=O)=NOC (7-[2-(2-Aminothiazol-4-yl)-2-methoxyiminoacetamido]-3-cephem-4-carboxylic acid), [OH-].[Mg+2].[OH-] (magnesium hydroxide). Run in O (water). Run at temperature 70 celsius, time 30 minute. Yields the product NC=1SC=C(N1)C(C(=O)NC1[C@@H]2N(C(=CCS2)C(=O)[O-])C1=O)=NOC.[Mg+2].NC=1SC=C(N1)C(C(=O)NC1[C@@H]2N(C(=CCS2)C(=O)[O-])C1=O)=NOC (magnesium 7-[2-(2-aminothiazol-4-yl)-2-methoxyiminoacetamido]-3-cephem-4-carboxylate). Isolated yield 93.0%. RXN SMILES: [NH2:1][C:2]1[S:3][CH:4]=[C:5]([C:7](=[N:23][O:24][CH3:25])[C:8]([NH:10][CH:11]2[C:21](=[O:22])[N:13]3[C:14]([C:18]([OH:20])=[O:19])=[CH:15][CH2:16][S:17][C@H:12]23)=[O:9])[N:6]=1.[OH-].[Mg+2:27].[OH-]>O>[NH2:1][C:2]1[S:3][CH:4]=[C:5]([C:7](=[N:23][O:24][CH3:25])[C:8]([NH:10][CH:11]2[C:21](=[O:22])[N:13]3[C:14]([C:18]([O-:20])=[O:19])=[CH:15][CH2:16][S:17][C@H:12]23)=[O:9])[N:6]=1.[Mg+2:27].[NH2:1][C:2]1[S:3][CH:4]=[C:5]([C:7](=[N:23][O:24][CH3:25])[C:8]([NH:10][CH:11]2[C:21](=[O:22])[N:13]3[C:14]([C:18]([O-:20])=[O:19])=[CH:15][CH2:16][S:17][C@H:12]23)=[O:9])[N:6]=1 |f:1.2.3,5.6.7|. Reported procedure: 7-[2-(2-Aminothiazol-4-yl)-2-methoxyiminoacetamido]-3-cephem-4-carboxylic acid (syn isomer, 1.15 g.) was added to a suspension of magnesium hydroxide (0.088 g.) in water (100 ml.), and the mixture was stirred at 70° C. for 30 minutes to give a solution. After the resultant solution was filtered, the filtrate was lyophilized to give magnesium 7-[2-(2-aminothiazol-4-yl)-2-methoxyiminoacetamido]-3-cephem-4-carboxylate (syn isomer, 1.1 g.). Starting materials: C(C(=O)Cl)(=O)Cl (Oxalyl dichloride), N1N=CC2=CC(=CC=C12)C(=O)O (1H-indazole-5-carboxylic acid), C1(=CC=CC=C1)C1(CCCCC1)N (1-phenylcyclohexylamine), C([O-])(O)=O.[Na+] (sodium bicarbonate). Solvent: CN(C=O)C (N,N-dimethylformamide), O1CCCC1 (tetrahydrofuran), O1CCCC1 (tetrahydrofuran), ClCCl (dichloromethane). Run at time 0.5 hour. Product: C1(=CC=CC=C1)C1(CCCCC1)NC(=O)C=1C=C2C=NNC2=CC1 (N-(1-phenylcyclohexyl)-1H-indazole-5-carboxamide). Yield: 78.6%. As a reaction SMILES: C(Cl)(=O)C(Cl)=O.[NH:7]1[C:15]2[C:10](=[CH:11][C:12]([C:16]([OH:18])=O)=[CH:13][CH:14]=2)[CH:9]=[N:8]1.[C:19]1([C:25]2([NH2:31])[CH2:30][CH2:29][CH2:28][CH2:27][CH2:26]2)[CH:24]=[CH:23][CH:22]=[CH:21][CH:20]=1.C(=O)(O)[O-].[Na+]>ClCCl.O1CCCC1.CN(C)C=O>[C:19]1([C:25]2([NH:31][C:16]([C:12]3[CH:11]=[C:10]4[C:15](=[CH:14][CH:13]=3)[NH:7][N:8]=[CH:9]4)=[O:18])[CH2:30][CH2:29][CH2:28][CH2:27][CH2:26]2)[CH:24]=[CH:23][CH:22]=[CH:21][CH:20]=1 |f:3.4|. Procedure details: Oxalyl dichloride (38.7 μl, 0.444 mmol) and N,N-dimethylformamide (about 1 μl) were added to a solution of the 1H-indazole-5-carboxylic acid (40.0 mg, 0.247 mmol) obtained in Reference Example 1 in dichloromethane (2.5 ml), and the resulting mixture was stirred at room temperature for 0.5 hour and then was stirred with heating under reflux for 2 hours while maintaining the temperature. The reaction solution was concentrated to dryness and a solution of the resulting residue in tetrahydrofuran (1... Starting materials: CCN, O=[N+]([O-])c1cncc(S(=O)(=O)O)c1, O, O=P(Cl)(Cl)Cl. Product: CCNS(=O)(=O)c1cncc([N+](=O)[O-])c1. RXN SMILES: [CH2:19]([CH3:20])[NH2:21].[N+:1](=[O:2])([O-:3])[c:4]1[cH:5][c:6]([S:10](=[O:11])(=[O:12])[OH:13])[cH:7][n:8][cH:9]1.[OH2:22].[P:14]([Cl:15])([Cl:16])([Cl:17])=[O:18]>>[N+:1](=[O:2])([O-:3])[c:4]1[cH:5][c:6]([S:10](=[O:12])(=[O:13])[NH:21][CH2:19][CH3:20])[cH:7][n:8][cH:9]1.